This data is from the Open Reaction Database (ORD), a public repository of structured organic reaction records. The task is: describe an organic reaction: reactants, conditions, products, and yield Reactants: COC(=O)C=1C(=C2C=C(C(N(C2=C(N1)C=1C=NC=CC1)CC1CCCCC1)=O)C1=CC=CC=C1)O (1-cyclohexylmethyl-5-hydroxy-2-oxo-3-phenyl-8-pyridin-3-yl-1,2-dihydro-[1,7]naphthyridine-6-carboxylic acid methyl ester), NCCC(=O)O (β-alanine), C[O-].[Na+] (NaOMe). Run in C(=O)(O)[O-].[Na+] (NaHCO3). Product: C1(CCCCC1)CN1C(C(=CC2=C(C(=NC(=C12)C=1C=NC=CC1)C(=O)NCCC(=O)O)O)C1=CC=CC=C1)=O (3-[(1-Cyclohexylmethyl-5-hydroxy-2-oxo-3-phenyl-8-pyridin-3-yl-1,2-dihydro-[1,7]naphthyridine-6-carbonyl)-amino]-propionic acid). Isolated yield 21.8%. Reaction SMILES: CO[C:3]([C:5]1[C:6]([OH:35])=[C:7]2[C:12](=[C:13]([C:15]3[CH:16]=[N:17][CH:18]=[CH:19][CH:20]=3)[N:14]=1)[N:11]([CH2:21][CH:22]1[CH2:27][CH2:26][CH2:25][CH2:24][CH2:23]1)[C:10](=[O:28])[C:9]([C:29]1[CH:34]=[CH:33][CH:32]=[CH:31][CH:30]=1)=[CH:8]2)=[O:4].[NH2:36][CH2:37][CH2:38][C:39]([OH:41])=[O:40].C[O-].[Na+]>C([O-])(O)=O.[Na+]>[CH:22]1([CH2:21][N:11]2[C:12]3[C:7](=[C:6]([OH:35])[C:5]([C:3]([NH:36][CH2:37][CH2:38][C:39]([OH:41])=[O:40])=[O:4])=[N:14][C:13]=3[C:15]3[CH:16]=[N:17][CH:18]=[CH:19][CH:20]=3)[CH:8]=[C:9]([C:29]3[CH:34]=[CH:33][CH:32]=[CH:31][CH:30]=3)[C:10]2=[O:28])[CH2:23][CH2:24][CH2:25][CH2:26][CH2:27]1 |f:2.3,4.5|. Procedure: A mixture of 1-cyclohexylmethyl-5-hydroxy-2-oxo-3-phenyl-8-pyridin-3-yl-1,2-dihydro-[1,7]naphthyridine-6-carboxylic acid methyl ester (41 mg, 0.087 mmol), β-alanine (623 mg, 7.0 mmol) and NaOMe solution (10 mL, 5.2 mmol, 0.5 M in MeOH) was refluxed for 16 h. After the mixture was cooled to r.t., the solvent was evaporated in vacuo. The residue was partitioned between EtOAc and water. 1 M HCl was added with vigorous stirring until pH was about 3-4. The aqueous layer was extracted with additional ... Reactants: [OH-].[Na+] (sodium hydroxide), COC(=O)C=1NS(C2=C(C1O)C=CC1=CC=CC=C12)(=O)=O (4-hydroxy-2H-naphtho[2,1-e]-1,2-thiazine-3-carboxylic acid methyl ester-1,1-dioxide), CI (methyl iodide). Run in O (water), CO (methanol). Run at temperature 40 celsius, time 4 hour. Product: COC(=O)C=1N(S(C2=C(C1O)C=CC1=CC=CC=C12)(=O)=O)C (4 -hydroxy-2-methyl-2H-naphtho[2,1-e]-1,2-thiazine-3-carboxylic acid methyl ester-1,1-dioxide). Isolated yield 83.5%. RXN SMILES: [OH-].[Na+].[CH3:3][O:4][C:5]([C:7]1[NH:8][S:9](=[O:23])(=[O:22])[C:10]2[C:21]3[C:16](=[CH:17][CH:18]=[CH:19][CH:20]=3)[CH:15]=[CH:14][C:11]=2[C:12]=1[OH:13])=[O:6].[CH3:24]I>O.CO>[CH3:3][O:4][C:5]([C:7]1[N:8]([CH3:24])[S:9](=[O:23])(=[O:22])[C:10]2[C:21]3[C:16](=[CH:17][CH:18]=[CH:19][CH:20]=3)[CH:15]=[CH:14][C:11]=2[C:12]=1[OH:13])=[O:6] |f:0.1|. Procedure details: A solution of 8.2 gm (0.205 mol) of sodium hydroxide in 200 ml of water wasadded dropwise over a period of 40 minutes at a reaction temperature of 20°-25° C to a suspension of 61.0 gm (0.2 mol) of 4-hydroxy-2H-naphtho[2,1-e]-1,2-thiazine-3-carboxylic acid methyl ester-1,1-dioxide and 85.1 gm (0.6 mol) of methyl iodide in 500 ml of methanol. After stirring it for 4 hours, the mixture was cooled to +5° C, and the precipitate (= 50 gm of crude product) was suction-filtered off and washed with ice-c... Starting materials: CC(C)(C)[Si](C)(C)OC(CCCCCCc1ccccc1)c1ncc(I)o1, CC(C)(C)[Si](C)(C)OC(CCCCCCc1ccccc1)c1ncc(C(F)(F)F)o1, CN(C)P(=O)(N(C)C)N(C)C, [Cl-], [Cu]I, [NH4+], CN(C)C=O. Product: O=C(CCCCCCc1ccccc1)c1ncc(C(F)(F)F)o1. Reaction SMILES: [C:1]([Si:2]([CH3:3])([CH3:4])[O:5][CH:6]([c:7]1[o:8][c:9]([I:10])[cH:11][n:12]1)[CH2:13][CH2:14][CH2:15][CH2:16][CH2:17][CH2:18][c:19]1[cH:20][cH:21][cH:22][cH:23][cH:24]1)([CH3:25])([CH3:26])[CH3:27].[C:28]([Si:29]([CH3:30])([CH3:31])[O:33][CH:34]([CH2:35][CH2:36][CH2:37][CH2:38][CH2:39][CH2:40][c:41]1[cH:42][cH:43][cH:44][cH:45][cH:46]1)[c:47]1[o:48][c:49]([C:52]([F:53])([F:54])[F:55])[cH:50][n:51]1)([CH3:32])([CH3:56])[CH3:57].[CH3:58][N:59]([CH3:60])[P:61]([N:62]([CH3:63])[CH3:64])([N:65]([CH3:66])[CH3:67])=[O:68].[Cl-:69].[Cu:76][I:77].[NH4+:70].[O:71]=[CH:72][N:73]([CH3:74])[CH3:75]>>[O:33]=[C:34]([CH2:35][CH2:36][CH2:37][CH2:38][CH2:39][CH2:40][c:41]1[cH:42][cH:43][cH:44][cH:45][cH:46]1)[c:47]1[o:48][c:49]([C:52]([F:53])([F:54])[F:55])[cH:50][n:51]1. Reaction conditions: time 18 hour. Yields the product ClCC#CCN1[C@H]([C@H](CCC1)OCC1=CC(=CC(=C1)C(F)(F)F)C1=CN=NN1C)C1=CC=CC=C1 ([2S,3S]-1-(4-chlorobut-2-yn-1-yl)-2-phenyl-3-[3-(1-methyl-1H-[1,2,3]triazol-5-yl)-5-(trifluoromethyl)phenylmethoxy]piperidine). The solvent is CN(C=O)C (N,N-dimethylformamide), CN(C=O)C (N,N-dimethylformamide). Procedure: A solution of [2S,3S]-2-phenyl-3-[3-(1-methyl-1H-[1,2,3]triazol-5-yl)-5-(trifluoromethyl)phenylmethoxy]piperidine hydrochloride (270 mg) in N,N-dimethylformamide (3.0 ml) was slowly added to a solution of 1,4-dichlorobut-2-yne (189 ml) and potassium carbonate (269 mg) in N,N-dimethylformamide (5.0 ml). The solution was stirred for 18 hours at room temperature and the solvent removed under reduced pressure. To the residue was added water (40 ml) and the product was extracted with ethyl acetate (3... Starting materials: Cl.C1(=CC=CC=C1)[C@@H]1NCCC[C@@H]1OCC1=CC(=CC(=C1)C(F)(F)F)C1=CN=NN1C ([2S,3S]-2-phenyl-3-[3-(1-methyl-1H-[1,2,3]triazol-5-yl)-5-(trifluoromethyl)phenylmethoxy]piperidine hydrochloride), ClCC#CCCl (1,4-dichlorobut-2-yne), C([O-])([O-])=O.[K+].[K+] (potassium carbonate). RXN SMILES: Cl.[C:2]1([C@H:8]2[C@@H:13]([O:14][CH2:15][C:16]3[CH:21]=[C:20]([C:22]([F:25])([F:24])[F:23])[CH:19]=[C:18]([C:26]4[N:30]([CH3:31])[N:29]=[N:28][CH:27]=4)[CH:17]=3)[CH2:12][CH2:11][CH2:10][NH:9]2)[CH:7]=[CH:6][CH:5]=[CH:4][CH:3]=1.[Cl:32][CH2:33][C:34]#[C:35][CH2:36]Cl.C(=O)([O-])[O-].[K+].[K+]>CN(C)C=O>[Cl:32][CH2:33][C:34]#[C:35][CH2:36][N:9]1[CH2:10][CH2:11][CH2:12][C@H:13]([O:14][CH2:15][C:16]2[CH:21]=[C:20]([C:22]([F:23])([F:25])[F:24])[CH:19]=[C:18]([C:26]3[N:30]([CH3:31])[N:29]=[N:28][CH:27]=3)[CH:17]=2)[C@@H:8]1[C:2]1[CH:7]=[CH:6][CH:5]=[CH:4][CH:3]=1 |f:0.1,3.4.5|. Reactants: NC1=NC=CC=C1 (2-aminopyridine), C(C)OC(CC(=O)OCC)=O (malonic acid diethyl ester), C(C)OC(OCC)OCC (orthoformic acid triethyl ester). The solvent is C(C)O (ethanol). Conditions: temperature 130 celsius. Product: C(C)OC(C(C(=O)OCC)=CNC1=NC=CC=C1)=O (pyridylaminomethylenemalonic acid diethyl ester). As a reaction SMILES: [NH2:1][C:2]1[CH:7]=[CH:6][CH:5]=[CH:4][N:3]=1.[CH2:8]([O:10][C:11](=[O:18])[CH2:12][C:13]([O:15][CH2:16][CH3:17])=[O:14])[CH3:9].[CH2:19](OC(OCC)OCC)C>C(O)C>[CH2:8]([O:10][C:11](=[O:18])[C:12](=[CH:19][NH:1][C:2]1[CH:7]=[CH:6][CH:5]=[CH:4][N:3]=1)[C:13]([O:15][CH2:16][CH3:17])=[O:14])[CH3:9]. Procedure details: The reaction vessel was charged with 564 parts of 2-aminopyridine, 1,008 parts malonic acid diethyl ester and 3,110 parts orthoformic acid triethyl ester and heated with stirring at about 130° C. In the course of the reaction the ethanol that formed was distilled out of the reaction mixture through a short column within 4 to 5 hours. Then most of the unreacted orthoformic acid triethyl ester was evaporated from the solution, first at atmospheric pressure and then at 40 mm Hg. After the mixture w... Reactants: CS(=O)(=O)O, COC(=O)C(=O)c1ccc(O)cc1, CN(C)C=O, CC(=O)O, [H-], [Na+], OCCOc1ccnc2ccccc12. The product is COC(=O)C(=O)c1ccc(OCCOc2ccnc3ccccc23)cc1. As a reaction SMILES: [CH3:16][S:17]([OH:18])(=[O:19])=[O:20].[CH3:1][O:2][C:3]([C:4]([c:5]1[cH:6][cH:7][c:8]([OH:11])[cH:9][cH:10]1)=[O:12])=[O:13].[CH3:35][N:36]([CH3:37])[CH:38]=[O:39].[CH3:40][C:41](=[O:42])[OH:43].[H-:14].[Na+:15].[n:21]1[cH:22][cH:23][c:24]([O:31][CH2:32][CH2:33][OH:34])[c:25]2[cH:26][cH:27][cH:28][cH:29][c:30]12>>[CH3:1][O:2][C:3]([C:4]([c:5]1[cH:6][cH:7][c:8]([O:11][CH2:33][CH2:32][O:31][c:24]2[cH:23][cH:22][n:21][c:30]3[c:25]2[cH:26][cH:27][cH:28][cH:29]3)[cH:9][cH:10]1)=[O:12])=[O:13].